This data is from the Open Reaction Database (ORD), a public repository of structured organic reaction records. The task is: describe an organic reaction: reactants, conditions, products, and yield The reactants are [Cl-], O=S(=O)(O)c1cccc2cccnc12, CC1CCN(C(=O)C(N)Cc2ccc3[nH]cnc3c2)CC1. The product is CC1CCN(C(=O)C(Cc2ccc3[nH]cnc3c2)NS(=O)(=O)c2cccc3cccnc23)CC1. As a reaction SMILES: [Cl-:22].[n:23]1[cH:24][cH:25][cH:26][c:27]2[cH:28][cH:29][cH:30][c:31]([S:33](=[O:34])(=[O:35])[OH:36])[c:32]12.[nH:1]1[cH:2][n:3][c:4]2[c:5]1[cH:6][cH:7][c:8]([CH2:10][CH:11]([C:12](=[O:13])[N:14]1[CH2:15][CH2:16][CH:17]([CH3:20])[CH2:18][CH2:19]1)[NH2:21])[cH:9]2>>[nH:1]1[cH:2][n:3][c:4]2[c:5]1[cH:6][cH:7][c:8]([CH2:10][CH:11]([C:12](=[O:13])[N:14]1[CH2:15][CH2:16][CH:17]([CH3:20])[CH2:18][CH2:19]1)[NH:21][S:33]([c:31]1[cH:30][cH:29][cH:28][c:27]3[cH:26][cH:25][cH:24][n:23][c:32]31)(=[O:34])=[O:35])[cH:9]2. The reactants are C(N)(=O)C1=CC=C(C=C1)[Sn](CCCC)(CCCC)CCCC (4-carbamoylphenyltri-n-butylstannane), C(C1=CC=CC=C1)OC(=O)N1[C@H](CCC1)CC1=CNC2=CC=C(C=C12)Br (3-(1-benzyloxycarbonylpyrrolidin-2(R)-ylmethyl)-5-bromo-1H-indole), C1(=C(C=CC=C1)P(C1=C(C=CC=C1)C)C1=C(C=CC=C1)C)C (tri-o-tolylphosphine). The reagents and catalysts are C(C)(=O)[O-].[Pd+2].C(C)(=O)[O-] (palladium (II) acetate). Run in C(C)N(CC)CC (triethylamine). Product: C(C1=CC=CC=C1)OC(=O)N1[C@H](CCC1)CC1=CNC2=CC=C(C=C12)C1=CC=C(C=C1)C(N)=O (3-(1-Benzyloxycarbonylpyrrolidin-2(R)-ylmethyl)-5-(4-carbamoylphenyl)-1H-indole). Isolated yield 29.5%. As a reaction SMILES: [C:1]([C:4]1[CH:9]=[CH:8][C:7]([Sn](CCCC)(CCCC)CCCC)=[CH:6][CH:5]=1)(=[O:3])[NH2:2].[CH2:23]([O:30][C:31]([N:33]1[CH2:37][CH2:36][CH2:35][C@@H:34]1[CH2:38][C:39]1[C:47]2[C:42](=[CH:43][CH:44]=[C:45](Br)[CH:46]=2)[NH:41][CH:40]=1)=[O:32])[C:24]1[CH:29]=[CH:28][CH:27]=[CH:26][CH:25]=1.C1(C)C=CC=CC=1P(C1C=CC=CC=1C)C1C=CC=CC=1C>C([O-])(=O)C.[Pd+2].C([O-])(=O)C.C(N(CC)CC)C>[CH2:23]([O:30][C:31]([N:33]1[CH2:37][CH2:36][CH2:35][C@@H:34]1[CH2:38][C:39]1[C:47]2[C:42](=[CH:43][CH:44]=[C:45]([C:7]3[CH:6]=[CH:5][C:4]([C:1](=[O:3])[NH2:2])=[CH:9][CH:8]=3)[CH:46]=2)[NH:41][CH:40]=1)=[O:32])[C:24]1[CH:25]=[CH:26][CH:27]=[CH:28][CH:29]=1 |f:3.4.5|. Procedure details: 4-carbamoylphenyltri-n-butylstannane (1.833 g, 4,469 mmol) (see Preparation 8) and 3-(1-benzyloxycarbonylpyrrolidin-2(R)-ylmethyl)-5-bromo-1H-indole (1.67 g, 4.05 mmol) (see Preparation 35B) were reacted together in the presence of tri-o-tolylphosphine, triethylamine and palladium (II) acetate using a procedure similar to that described in Example 1. This yielded the title compound as an off-white foam (541 mg). Found: C,71.64; H,6.02; N,8.57; C28H27N3O3. 1/4CH2Cl2 requires: C,71.84; H,5.84; N,8... Yield: 76.0%. Procedure details: To 3-(2-cyano-acetyl)-3-methyl-1-(2-isocyanobenzyl)-urea (120 g) were added water (962 ml) and 2N aqueous sodium hydroxide solution (24.9 ml), and the mixture was stirred with heating at 80° C. for 1 hr. After allowing to cool to room temperature, the crystals were collected by filtration and dried to give 6-amino-1-(2-isocyanobenzyl)-3-methylpyrimidine-2,4(1H,3H)-dione in 76% yield. Reaction SMILES: [C:1]([CH2:3][C:4]([N:6]([CH3:19])[C:7](=[O:18])[NH:8][CH2:9][C:10]1[CH:15]=[CH:14][CH:13]=[CH:12][C:11]=1[N+:16]#[C-:17])=[O:5])#[N:2].[OH-].[Na+]>O>[NH2:2][C:1]1[N:8]([CH2:9][C:10]2[CH:15]=[CH:14][CH:13]=[CH:12][C:11]=2[N+:16]#[C-:17])[C:7](=[O:18])[N:6]([CH3:19])[C:4](=[O:5])[CH:3]=1 |f:1.2|. Reactants: C(#N)CC(=O)N(C(NCC1=C(C=CC=C1)[N+]#[C-])=O)C (3-(2-cyano-acetyl)-3-methyl-1-(2-isocyanobenzyl)-urea), [OH-].[Na+] (sodium hydroxide). Conditions: temperature 80 celsius. Solvent: O (water). Product: NC1=CC(N(C(N1CC1=C(C=CC=C1)[N+]#[C-])=O)C)=O (6-amino-1-(2-isocyanobenzyl)-3-methylpyrimidine-2,4(1H,3H)-dione). Starting materials: COC(=NC#N)c1ccccn1, CCOCC, CO, NCc1ccc(C(F)(F)F)cc1. Product: N#CNC(=NCc1ccc(C(F)(F)F)cc1)c1ccccn1. As a reaction SMILES: [C:1](#[N:2])[N:3]=[C:4]([O:5][CH3:6])[c:7]1[n:8][cH:9][cH:10][cH:11][cH:12]1.[CH3:25][CH2:26][O:27][CH2:28][CH3:29].[CH3:30][OH:31].[F:13][C:14]([c:15]1[cH:16][cH:17][c:18]([CH2:19][NH2:20])[cH:21][cH:22]1)([F:23])[F:24]>>[C:1](#[N:2])[NH:3][C:4]([c:7]1[n:8][cH:9][cH:10][cH:11][cH:12]1)=[N:20][CH2:19][c:18]1[cH:17][cH:16][c:15]([C:14]([F:13])([F:23])[F:24])[cH:22][cH:21]1. Starting materials: CS(=O)(=O)OC1=C(C=C(C=C1)C(C)(C)C)C(C)(C)C (2,4-di-tert-butylphenyl methanesulfonate), C(=O)O (formic acid), C([O-])([O-])=O.[Li+].[Li+] (lithium carbonate), CO (methanol). Reagents/catalysts: [Pd].[C] (Pd carbon), [Pd].[C] (Pd carbon). Solvent: O (Water). Product: C(C)(C)(C)C1=CC(=CC=C1)C(C)(C)C (1,3-di-tert-butylbenzene). Isolated yield 95.5%. RXN SMILES: CS(O[C:6]1[CH:11]=[CH:10][C:9]([C:12]([CH3:15])([CH3:14])[CH3:13])=[CH:8][C:7]=1[C:16]([CH3:19])([CH3:18])[CH3:17])(=O)=O.C(O)=O.C(=O)([O-])[O-].[Li+].[Li+].CO>[Pd].[C].O>[C:12]([C:9]1[CH:10]=[CH:11][CH:6]=[C:7]([C:16]([CH3:19])([CH3:18])[CH3:17])[CH:8]=1)([CH3:15])([CH3:14])[CH3:13] |f:2.3.4,6.7|. Procedure: In a nitrogen atmosphere under normal pressure, 2,4-di-tert-butylphenyl methanesulfonate (30 g, 0.11 mols), formic acid (9.7 g, 0.21 mols), lithium carbonate (7.8 g, 0.11 mols) and methanol (180 g) were mixed at 25° C., and with stirring, 10 mass % Pd/carbon (50 mass % water-containing product) (6 g) (as metal palladium; 1 mass % relative to 2,4-di-tert-butylphenyl methanesulfonate) as supported by a carbon carrier having a specific surface area of 780 m2/g (by BET method) was put into it. With ...